From a dataset of the Open Reaction Database (ORD), a public repository of structured organic reaction records. describe an organic reaction: reactants, conditions, products, and yield Reactants: N1C=C(C=2C1=NC=CC2)C=C2C(C(=C(O2)NC2=CC=C(C=C2)F)C(=O)OCC)=O (Ethyl 5-[(1H-pyrrolo[2,3-b]pyridin-3-yl)methylene]-2-[(4-fluorophenyl)amino]-4-oxo-4,5-dihydrofuran-3-carboxylate), [C@@H]1([C@H](CCC1)O)O ((1R,2S)-1,2-cyclopentanediol), Zn4(OCOCF3)6O. Reagents/catalysts: [Zn] (zinc). The solvent is CN(C(C)=O)C (N,N-dimethylacetamide). Product: N1C=C(C=2C1=NC=CC2)C=C2C(C(=C(O2)NC2=CC=C(C=C2)F)C(=O)O[C@H]2[C@H](CCC2)O)=O ((1R,2S)-2-Hydroxycyclopentyl 5-[(1H-pyrrolo[2,3-b]pyridin-3-yl)methylene]-2-[(4-fluorophenyl)amino]-4-oxo-4,5-dihydrofuran-3-carboxylate). The yield is 22.3%. Reaction SMILES: [NH:1]1[C:5]2=[N:6][CH:7]=[CH:8][CH:9]=[C:4]2[C:3]([CH:10]=[C:11]2[O:15][C:14]([NH:16][C:17]3[CH:22]=[CH:21][C:20]([F:23])=[CH:19][CH:18]=3)=[C:13]([C:24](OCC)=[O:25])[C:12]2=[O:29])=[CH:2]1.[C@@H:30]1([OH:36])[CH2:34][CH2:33][CH2:32][C@@H:31]1[OH:35]>CN(C)C(=O)C.[Zn]>[NH:1]1[C:5]2=[N:6][CH:7]=[CH:8][CH:9]=[C:4]2[C:3]([CH:10]=[C:11]2[O:15][C:14]([NH:16][C:17]3[CH:22]=[CH:21][C:20]([F:23])=[CH:19][CH:18]=3)=[C:13]([C:24]([O:35][C@@H:31]3[CH2:32][CH2:33][CH2:34][C@@H:30]3[OH:36])=[O:25])[C:12]2=[O:29])=[CH:2]1. Reported procedure: A solution of the compound (0.10 g, 0.25 mmol) of Example 21, (1R,2S)-1,2-cyclopentanediol (0.26 g, 2.5 mmol) and zinc cluster catalyst (Zn4(OCOCF3)6O) (0.012 g, 0.012 mmol) in N,N-dimethylacetamide (1.5 mL) was stirred with the microwave synthesizer (Biotage Initiator™) at 130° C. for 2 h. Cooled to ambient temperature, the precipitate was removed by filtration. The filtrate was purified by preparative HPLC to afford the titled compound as solid (0.025 g, y. 20%). The reactants are COc1cc2c(c(Cl)c1Cl)C(=O)C(C)(c1ccc(Cl)cc1)C2, Cl, O, c1ccncc1. The product is CC1(c2ccc(Cl)cc2)Cc2cc(O)c(Cl)c(Cl)c2C1=O. As a reaction SMILES: [Cl:1][c:2]1[cH:3][cH:4][c:5]([C:8]2([CH3:22])[C:9](=[O:21])[c:10]3[c:11]([Cl:20])[c:12]([Cl:19])[c:13]([O:17][CH3:18])[cH:14][c:15]3[CH2:16]2)[cH:6][cH:7]1.[ClH:23].[OH2:30].[n:24]1[cH:25][cH:26][cH:27][cH:28][cH:29]1>>[Cl:1][c:2]1[cH:3][cH:4][c:5]([C:8]2([CH3:22])[C:9](=[O:21])[c:10]3[c:11]([Cl:20])[c:12]([Cl:19])[c:13]([OH:17])[cH:14][c:15]3[CH2:16]2)[cH:6][cH:7]1. Starting materials: O=C1Nc2cccc(Br)c2C1=O, [Na+], [OH-], OO. Yields the product Nc1cccc(Br)c1C(=O)O. Reaction SMILES: [Br:1][c:2]1[c:3]2[c:7]([cH:8][cH:9][cH:10]1)[NH:6][C:5](=[O:11])[C:4]2=[O:12].[Na+:14].[OH-:13].[OH:15][OH:16]>>[Br:1][c:2]1[c:3]([C:4]([OH:12])=[O:13])[c:7]([NH2:6])[cH:8][cH:9][cH:10]1. Starting materials: Cc1cccc(C)c1O, CCCCCC, Cl, O=N[O-], Nc1ccccc1C(=O)c1ccccc1, [Na+], [Na+], [OH-], O, Cc1ccccc1. Product: Cc1cc(N=Nc2ccccc2C(=O)c2ccccc2)cc(C)c1O. RXN SMILES: [CH3:21][c:22]1[c:23]([OH:29])[c:24]([CH3:28])[cH:25][cH:26][cH:27]1.[CH3:40][CH2:41][CH2:42][CH2:43][CH2:44][CH3:45].[ClH:1].[N:17]([O-:18])=[O:19].[NH2:2][c:3]1[c:4]([C:5](=[O:6])[c:7]2[cH:8][cH:9][cH:10][cH:11][cH:12]2)[cH:13][cH:14][cH:15][cH:16]1.[Na+:20].[Na+:31].[OH-:30].[OH2:32].[c:33]1([CH3:34])[cH:35][cH:36][cH:37][cH:38][cH:39]1>>[N:2]([c:3]1[c:4]([C:5](=[O:6])[c:7]2[cH:8][cH:9][cH:10][cH:11][cH:12]2)[cH:13][cH:14][cH:15][cH:16]1)=[N:17][c:26]1[cH:25][c:24]([CH3:28])[c:23]([OH:29])[c:22]([CH3:21])[cH:27]1. Reactants: O (water), COC1=C(C(=CC=C1)[N+](=O)[O-])NC(CCCC)=O (N-(2-methoxy-6-nitrophenyl)valeramide), C(#N)C1=C(C=CC=C1)C1=CC=C(CBr)C=C1 (4-(2-cyanophenyl)benzyl bromide), [H-].[Na+] (sodium hydride). The solvent is CN(C)C=O (DMF). Conditions: time 20 minute. Product: C(#N)C1=C(C=CC=C1)C1=CC=C(C=C1)CN(C(CCCC)=O)C1=C(C=CC=C1[N+](=O)[O-])OC (N-(2'-Cyanobiphenyl-4-yl)methyl-N-(2-methoxy-6-nitrophenyl)valeramide). RXN SMILES: [CH3:1][O:2][C:3]1[CH:8]=[CH:7][CH:6]=[C:5]([N+:9]([O-:11])=[O:10])[C:4]=1[NH:12][C:13](=[O:18])[CH2:14][CH2:15][CH2:16][CH3:17].[H-].[Na+].[C:21]([C:23]1[CH:28]=[CH:27][CH:26]=[CH:25][C:24]=1[C:29]1[CH:36]=[CH:35][C:32]([CH2:33]Br)=[CH:31][CH:30]=1)#[N:22].O>CN(C=O)C>[C:21]([C:23]1[CH:28]=[CH:27][CH:26]=[CH:25][C:24]=1[C:29]1[CH:30]=[CH:31][C:32]([CH2:33][N:12]([C:4]2[C:5]([N+:9]([O-:11])=[O:10])=[CH:6][CH:7]=[CH:8][C:3]=2[O:2][CH3:1])[C:13](=[O:18])[CH2:14][CH2:15][CH2:16][CH3:17])=[CH:35][CH:36]=1)#[N:22] |f:1.2|. Procedure details: To a solution of N-(2-methoxy-6-nitrophenyl)valeramide (3.2 g) in DMF (15 ml) was added, under ice-cooling, sodium hydride (60% oil, 0.61 g). The mixture was stirred for 20 minutes and then there was added 4-(2-cyanophenyl)benzyl bromide (3.5 g), followed by stirring for one hour at room temperature. To the reaction mixture was added water, which was extracted with ethyl acetate. The organic layer was washed with water and dried. The solvent was distilled off, and the residue was purified by col... The reactants are ClC1=CC=C(OCC(C(COC2=CC=C(C=C2)Cl)(C)C)=O)C=C1 (1,4-bis-(4-chlorophenoxy)-3,3-dimethyl-butan-2-one), BrBr (bromine). Run in C(Cl)(Cl)Cl (chloroform). Run at time 30 minute. Product: ClC1=CC=C(OC(C(C(COC2=CC=C(C=C2)Cl)(C)C)=O)Br)C=C1 (1,4-bis-(4-chlorophenoxy)-1-bromo-3,3-dimethyl-butan-2-one). The yield is 100.0%. Reaction SMILES: [Cl:1][C:2]1[CH:23]=[CH:22][C:5]([O:6][CH2:7][C:8](=[O:21])[C:9]([CH3:20])([CH3:19])[CH2:10][O:11][C:12]2[CH:17]=[CH:16][C:15]([Cl:18])=[CH:14][CH:13]=2)=[CH:4][CH:3]=1.[Br:24]Br>C(Cl)(Cl)Cl>[Cl:1][C:2]1[CH:23]=[CH:22][C:5]([O:6][CH:7]([Br:24])[C:8](=[O:21])[C:9]([CH3:19])([CH3:20])[CH2:10][O:11][C:12]2[CH:17]=[CH:16][C:15]([Cl:18])=[CH:14][CH:13]=2)=[CH:4][CH:3]=1. Procedure: 36.6 g (0.1 mole) of 1,4-bis-(4-chlorophenoxy)-3,3-dimethyl-butan-2-one were dissolved in 250 ml of chloroform, and 16.6 g (0.1 mole) of bromine were added dropwise at 20° C. in a manner such that continuous decolorization occurred. After the addition, the mixture was subsequently stirred at room temperature for 30 minutes and was then concentrated by distilling off the solvent in vacuo. 43.2 g (quantitative conversion) of 1,4-bis-(4-chlorophenoxy)-1-bromo-3,3-dimethyl-butan-2-one were obtained ... The reactants are CCN=C=NCCCN(C)C, CCN(C(C)C)C(C)C, Clc1ccccc1SC1CCNCC1, Cl, Cl, CN(C)C=O, O, On1nnc2ccccc21, O=C(O)CNC(=O)c1cc(-c2ccccc2)[nH]n1. Product: O=C(NCC(=O)N1CCC(Sc2ccccc2Cl)CC1)c1cc(-c2ccccc2)[nH]n1. As a reaction SMILES: [CH3:38][CH2:39][N:40]=[C:41]=[N:42][CH2:43][CH2:44][CH2:45][N:46]([CH3:47])[CH3:48].[CH:19]([N:20]([CH2:21][CH3:22])[CH:23]([CH3:24])[CH3:25])([CH3:26])[CH3:27].[Cl:51][c:52]1[c:53]([S:58][CH:59]2[CH2:60][CH2:61][NH:62][CH2:63][CH2:64]2)[cH:54][cH:55][cH:56][cH:57]1.[ClH:49].[ClH:50].[O:65]=[CH:66][N:67]([CH3:68])[CH3:69].[OH2:70].[OH:28][n:29]1[c:30]2[c:31]([cH:32][cH:33][cH:34][cH:35]2)[n:36][n:37]1.[c:1]1(-[c:7]2[cH:8][c:9]([C:12](=[O:13])[NH:14][CH2:15][C:16](=[O:17])[OH:18])[n:10][nH:11]2)[cH:2][cH:3][cH:4][cH:5][cH:6]1>>[c:1]1(-[c:7]2[cH:8][c:9]([C:12](=[O:13])[NH:14][CH2:15][C:16](=[O:18])[N:62]3[CH2:61][CH2:60][CH:59]([S:58][c:53]4[c:52]([Cl:51])[cH:57][cH:56][cH:55][cH:54]4)[CH2:64][CH2:63]3)[n:10][nH:11]2)[cH:2][cH:3][cH:4][cH:5][cH:6]1.